Dataset: the Open Reaction Database (ORD), a public repository of structured organic reaction records. Task: describe an organic reaction: reactants, conditions, products, and yield Starting materials: CO, O=C(Nc1ccn(Cc2ccc(OCc3ccccc3)cc2Cl)n1)c1c(F)cccc1F, ClCCl. The product is O=C(Nc1ccn(Cc2ccc(O)cc2Cl)n1)c1c(F)cccc1F. RXN SMILES: [CH3:33][OH:34].[Cl:1][c:2]1[c:3]([CH2:16][n:17]2[n:18][c:19]([NH:22][C:23]([c:24]3[c:25]([F:31])[cH:26][cH:27][cH:28][c:29]3[F:30])=[O:32])[cH:20][cH:21]2)[cH:4][cH:5][c:6]([O:8][CH2:9][c:10]2[cH:11][cH:12][cH:13][cH:14][cH:15]2)[cH:7]1.[Cl:35][CH2:36][Cl:37]>>[Cl:1][c:2]1[c:3]([CH2:16][n:17]2[n:18][c:19]([NH:22][C:23]([c:24]3[c:25]([F:31])[cH:26][cH:27][cH:28][c:29]3[F:30])=[O:32])[cH:20][cH:21]2)[cH:4][cH:5][c:6]([OH:8])[cH:7]1.